From a dataset of the Open Reaction Database (ORD), a public repository of structured organic reaction records. describe an organic reaction: reactants, conditions, products, and yield The reactants are COCC1=NC2=C(N1C1CCOCC1)C=CC(=C2)C(F)(F)F (2-methoxymethyl-1-(tetrahydropyran-4-yl)-5-trifluoromethylbenzimidazole), NC1=C(C=CC=C1)S (2-aminobenzenethiol), polyphosphoric acid, N (ammonia). Conditions: temperature 120 celsius, time 48 hour. The product is S1C(=NC2=C1C=CC=C2)C2=CC1=C(N(C(=N1)COC)C1CCOCC1)C=C2 (5-(benzothiazol-2-yl)-2-methoxymethyl-1-(tetrahydropyran-4-yl)benzimidazole). Isolated yield 8.2%. Reaction SMILES: [CH3:1][O:2][CH2:3][C:4]1[N:8]([CH:9]2[CH2:14][CH2:13][O:12][CH2:11][CH2:10]2)[C:7]2[CH:15]=[CH:16][C:17]([C:19](F)(F)F)=[CH:18][C:6]=2[N:5]=1.[NH2:23][C:24]1[CH:29]=[CH:28][CH:27]=[CH:26][C:25]=1[SH:30].N>>[S:30]1[C:25]2[CH:26]=[CH:27][CH:28]=[CH:29][C:24]=2[N:23]=[C:19]1[C:17]1[CH:16]=[CH:15][C:7]2[N:8]([CH:9]3[CH2:14][CH2:13][O:12][CH2:11][CH2:10]3)[C:4]([CH2:3][O:2][CH3:1])=[N:5][C:6]=2[CH:18]=1. Procedure details: An eggplant flask was charged with 2-methoxymethyl-1-(tetrahydropyran-4-yl)-5-trifluoromethylbenzimidazole (see Working Example 6-1) (0.102 g, 0.32 mmol), 2-aminobenzenethiol (0.041 g, 0.33 mmol) and polyphosphoric acid (approx. 2 g), and this was heated to 120° C. and stirred for 48 hours. After being allowed to cool, ice was added and concentrated aqueous ammonia (28%) was added to the liquid to give approx. pH 9. Chloroform extraction, drying over anhydrous magnesium sulfate, and the solvent ... The reactants are NCCN1CCC(Cc2ccccc2)CC1, Cc1cc(NC(=O)Nc2cc(C)nc(C)c2)cc(C)n1, C1COCCO1. The product is Cc1cc(NC(=O)NCCN2CCC(Cc3ccccc3)CC2)cc(C)n1. As a reaction SMILES: [CH2:1]([c:2]1[cH:3][cH:4][cH:5][cH:6][cH:7]1)[CH:8]1[CH2:9][CH2:10][N:11]([CH2:14][CH2:15][NH2:16])[CH2:12][CH2:13]1.[CH3:17][c:18]1[n:19][c:20]([CH3:36])[cH:21][c:22]([NH:24][C:25](=[O:26])[NH:27][c:28]2[cH:29][c:30]([CH3:31])[n:32][c:33]([CH3:34])[cH:35]2)[cH:23]1.[O:37]1[CH2:38][CH2:39][O:40][CH2:41][CH2:42]1>>[CH2:1]([c:2]1[cH:3][cH:4][cH:5][cH:6][cH:7]1)[CH:8]1[CH2:9][CH2:10][N:11]([CH2:14][CH2:15][NH:16][C:25]([NH:24][c:22]2[cH:21][c:20]([CH3:36])[n:19][c:18]([CH3:17])[cH:23]2)=[O:26])[CH2:12][CH2:13]1. Starting materials: BrC=1C=C(CBr)C=CC1 (3-bromobenzyl bromide), C[O-].[Na+] (sodium methylate), O (water). The solvent is CO.C(OC)COC (methanol dimethoxyethane). Run at time 1 hour. Product: BrC1=CC(=CC=C1)COC (1-Bromo-3-Methoxymethylbenzene). Isolated yield 100.3%. As a reaction SMILES: [Br:1][C:2]1[CH:3]=[C:4]([CH:7]=[CH:8][CH:9]=1)[CH2:5]Br.[CH3:10][O-:11].[Na+].O>CO.C(COC)OC>[Br:1][C:2]1[CH:9]=[CH:8][CH:7]=[C:4]([CH2:5][O:11][CH3:10])[CH:3]=1 |f:1.2,4.5|. Reported procedure: To a solution of 3-bromobenzyl bromide (15.0 g, 60 mmol) in methanol-dimethoxyethane (DME) (30 ml+10 ml), sodium methylate (4.9 g, 90 mmol) was added under cooling with ice. The mixture was stirred for 1 hour at room temperature. The reaction mixture was poured into water and extracted with ether. The organic layer was washed by an aqueous saturated solution of sodium chloride and dried over magnesium sulfate. The solvent was distilled off to obtain the title compound ( 12.1 g) having the follow... The reactants are FC1=CC=C(C=C1)C1=NSC(=N1)C(C)=O (1-(3-(4-fluorophenyl)-1,2,4-thiadiazol-5-yl)ethanone), reagents, FC1=CC=C(C=C1)C1=NSC(=N1)C(C)=O (1-(3-(4-fluorophenyl)-1,2,4-thiadiazol-5-yl)ethanone), FC1=CC=C(C(=O)N)C=C1 (4-fluorobenzamide), ClC(=O)SCl (chlorocarbonylsulfenyl chloride). Yields the product FC1=CC=C(C=C1)C1=NSC(O1)=O (5-(4-fluoro-phenyl)-1,3,4-oxathiazol-2-one). Reaction SMILES: FC1C=CC(C2N=C(C(=O)C)SN=2)=CC=1.[F:16][C:17]1[CH:25]=[CH:24][C:20]([C:21]([NH2:23])=[O:22])=[CH:19][CH:18]=1.Cl[C:27]([S:29]Cl)=[O:28]>>[F:16][C:17]1[CH:25]=[CH:24][C:20]([C:21]2[O:22][C:27](=[O:28])[S:29][N:23]=2)=[CH:19][CH:18]=1. Reported procedure: In still a further embodiment, 1-(3-(4-fluorophenyl)-1,2,4-thiadiazol-5-yl)ethanone may be prepared according to the methodology and reagents of Scheme 16A. In this embodiment, a 1,3,4-oxathiazol-2-one ring fragment is generated and subsequently converted to a 1,2,4-thiadiazole ring fragment during the preparation of 1-(3-(4-fluorophenyl)-1,2,4-thiadiazol-5-yl)ethanone. Specifically, 4-fluorobenzamide is reacted with chlorocarbonylsulfenyl chloride to provide 5-(4-fluoro-phenyl)-1,3,4-oxathiazol... Reactants: C(#N)NC(=N)N (cyanoguanidine), [Cl-].[NH4+] (ammonium chloride), Cl.Cl.Cl.N1C=NC(=C1)CCCNC(=N)NCC(C)SCC=1N=CNC1C (N-[3-(imidazol-4-yl)propyl]-N'-[2-[(5-methylimidazol-4-yl)methylthio]-1-propyl]-guanidine trihydrochloride). Product: N1C=NC(=C1)CCCNC(=N)NCC(C)SCC=1N=CNC1C (N-[3-(Imidazol-4-yl)propyl]-N'-[2-[(5-methylimidazol-4-yl) methylthio]-1-propyl]-guanidine). Procedure: 0.76 g (1.92 mmol) of the previously prepared cyanoguanidine is heated under reflux for 2 hours in 30 ml of 18% hydrochloric acid. Concentration of the reaction mixture by evaporation under vacuum leaves 0.96 g of hygroscopic foam composed of equimolar quantities of ammonium chloride and N-[3-(imidazol-4-yl)propyl]-N'-[2-[(5-methylimidazol-4-yl)methylthio]-1-propyl]-guanidine trihydrochloride. The solvent is Cl (hydrochloric acid). Reaction SMILES: C(NC(N)=N)#N.[Cl-].[NH4+].Cl.Cl.Cl.[NH:12]1[CH:16]=[C:15]([CH2:17][CH2:18][CH2:19][NH:20][C:21]([NH:23][CH2:24][CH:25]([S:27][CH2:28][C:29]2[N:30]=[CH:31][NH:32][C:33]=2[CH3:34])[CH3:26])=[NH:22])[N:14]=[CH:13]1>Cl>[NH:12]1[CH:16]=[C:15]([CH2:17][CH2:18][CH2:19][NH:20][C:21]([NH:23][CH2:24][CH:25]([S:27][CH2:28][C:29]2[N:30]=[CH:31][NH:32][C:33]=2[CH3:34])[CH3:26])=[NH:22])[N:14]=[CH:13]1 |f:1.2,3.4.5.6|. Starting materials: FC(C(=O)O)(F)F (trifluoroacetic acid), ClC1=C(C2=C(OCCO2)C(=C1)C=1OC(N(N1)C1CC2CCC(C1)N2C(=O)OC(C)(C)C)=O)NC(OCC2=CC=CC=C2)=O (phenylmethyl [6-chloro-8-[4-[8-[(1,1-dimethylethoxy)carbonyl]-8-azabicyclo[3.2.1]oct-3-yl]-5-oxo-4,5-dihydro-1,3,4-oxadiazol-2-yl]-2,3-dihydro-1,4-benzodioxin-5-yl)carbamate), FC(C(=O)O)(F)F (trifluoroacetic acid). Solvent: C(Cl)(Cl)Cl (chloroform). Conditions: time 19 hour. Product: ClC1=C(C2=C(OCCO2)C(=C1)C=1OC(N(N1)C1CC2CCC(C1)N2)=O)NC(OCC2=CC=CC=C2)=O (Phenylmethyl [6-chloro-8-[4-(8-azabicyclo[3.2.1]oct-3-yl)-5-oxo-4,5-dihydro-1,3,4-oxadiazol-2-yl]-2,3-dihydro-1,4-benzodioxin-5-yl]carbamate). As a reaction SMILES: [Cl:1][C:2]1[CH:11]=[C:10]([C:12]2[O:13][C:14](=[O:32])[N:15]([CH:17]3[CH2:23][CH:22]4[N:24](C(OC(C)(C)C)=O)[CH:19]([CH2:20][CH2:21]4)[CH2:18]3)[N:16]=2)[C:5]2[O:6][CH2:7][CH2:8][O:9][C:4]=2[C:3]=1[NH:33][C:34](=[O:43])[O:35][CH2:36][C:37]1[CH:42]=[CH:41][CH:40]=[CH:39][CH:38]=1.FC(F)(F)C(O)=O>C(Cl)(Cl)Cl>[Cl:1][C:2]1[CH:11]=[C:10]([C:12]2[O:13][C:14](=[O:32])[N:15]([CH:17]3[CH2:18][CH:19]4[NH:24][CH:22]([CH2:21][CH2:20]4)[CH2:23]3)[N:16]=2)[C:5]2[O:6][CH2:7][CH2:8][O:9][C:4]=2[C:3]=1[NH:33][C:34](=[O:43])[O:35][CH2:36][C:37]1[CH:38]=[CH:39][CH:40]=[CH:41][CH:42]=1. Procedure: 13.75 g (0.022 mol) of phenylmethyl [6-chloro-8-[4-[8-[(1,1-dimethylethoxy)carbonyl]-8-azabicyclo[3.2.1]oct-3-yl]-5-oxo-4,5-dihydro-1,3,4-oxadiazol-2-yl]-2,3-dihydro-1,4-benzodioxin-5-yl)carbamate dissolved in 150 ml of chloroform are introduced into a 500 ml three-necked round-bottomed flask, 17.05 ml (0.221 mol) of trifluoroacetic acid are added slowly, over 20 min, and the mixture is stirred for 19 h. A further 17.05 ml (0.221 mol) of trifluoroacetic acid are added and the mixture is stirred ... Product: ClC1=C(OC2=CC=C(N)C=C2)C=CC(=C1)Cl (4-(2,4-dichloro-phenoxy)aniline). Procedure: The nitro intermediate (10 mmol) obtained above was dissolved in MeOH (20 mL), and treated with SnCl2.2H2O (50 mmol), according to General Procedure I. The reaction mixture was heated under reflux until completion, as indicated by TLC or HPLC. The solvent was removed in vacuuo and the residue was treated with 4.0 N aqueous NaOH to pH˜8. The residue was extracted with EtOAc (2×50 mL), washed with 1.0 N aqueous NaOH (50 mL), brine (50 mL) and dried over sodium sulfate. The solvent was removed in v... As a reaction SMILES: [Cl:1][C:2]1[CH:17]=[C:16]([Cl:18])[CH:15]=[CH:14][C:3]=1[O:4][C:5]1[CH:10]=[CH:9][C:8]([N+:11]([O-])=O)=[CH:7][CH:6]=1.O.O.Cl[Sn]Cl>CO>[Cl:1][C:2]1[CH:17]=[C:16]([Cl:18])[CH:15]=[CH:14][C:3]=1[O:4][C:5]1[CH:6]=[CH:7][C:8]([NH2:11])=[CH:9][CH:10]=1 |f:1.2.3|. Reactants: ClC1=C(OC2=CC=C(C=C2)[N+](=O)[O-])C=CC(=C1)Cl (4-(2,4-dichloro-phenoxy)-1-nitrobenzene), O.O.Cl[Sn]Cl (SnCl2.2H2O). Run in CO (MeOH). The reactants are C(=O)(C(F)(F)F)O (TFA), ClC1=NC(=NC(=C1)N1CC2=CC(=CC=C2CC1C)C=1C=NN(C1)C)N (4-chloro-6-[3-methyl-7-(1-methyl-1H-pyrazol-4-yl)-3,4-dihydroisoquinolin-2(1H)-yl]pyrimidin-2-amine), CN(C(OC(C)(C)C)=O)[C@H]1CNCC1 (tert-butyl methyl[(3R)-pyrrolidin-3-yl]carbamate). Product: CN[C@H]1CN(CC1)C1=NC(=NC(=C1)N1CC2=CC(=CC=C2CC1C)C=1C=NN(C1)C)N (4-[(3R)-3-(Methylamino)pyrrolidin-1-yl]-6-[3-methyl-7-(1-methyl-1 H-pyrazol-4-yl)-3,4-dihydroisoquinolin-2(1H)-yl]pyrimidin-2-amine). As a reaction SMILES: C(O)(C(F)(F)F)=O.Cl[C:9]1[CH:14]=[C:13]([N:15]2[CH:24]([CH3:25])[CH2:23][C:22]3[C:17](=[CH:18][C:19]([C:26]4[CH:27]=[N:28][N:29]([CH3:31])[CH:30]=4)=[CH:20][CH:21]=3)[CH2:16]2)[N:12]=[C:11]([NH2:32])[N:10]=1.[CH3:33][N:34]([C@@H:42]1[CH2:46][CH2:45][NH:44][CH2:43]1)C(=O)OC(C)(C)C>>[CH3:33][NH:34][C@@H:42]1[CH2:46][CH2:45][N:44]([C:9]2[CH:14]=[C:13]([N:15]3[CH:24]([CH3:25])[CH2:23][C:22]4[C:17](=[CH:18][C:19]([C:26]5[CH:27]=[N:28][N:29]([CH3:31])[CH:30]=5)=[CH:20][CH:21]=4)[CH2:16]3)[N:12]=[C:11]([NH2:32])[N:10]=2)[CH2:43]1. Procedure details: This compound was prepared as TFA salt by using procedures analogous to those described for the synthesis of Example 118 starting from 4-chloro-6-[3-methyl-7-(1-methyl-1H-pyrazol-4-yl)-3,4-dihydroisoquinolin-2(1H)-yl]pyrimidin-2-amine and tert-butyl methyl[(3R)-pyrrolidin-3-yl]carbamate. LCMS (M+H)+: m/z=419.2. Reactants: [I-].C[P+](C1=CC=CC=C1)(C1=CC=CC=C1)C1=CC=CC=C1 (methyl(triphenyl)phosphonium iodide), CCC(C)(C)[O-].[Na+] (sodium tert-pentoxide), solution, BrC1=C(CC2CC3(OCCO3)CCC2=O)C=CC=C1 (7-(2-Bromobenzyl)-1,4-dioxaspiro[4.5]decan-8-one), [NH4+].[Cl-] (NH4Cl). The solvent is C1(=CC=CC=C1)C (toluene), C1(=CC=CC=C1)C (toluene). Conditions: time 20 minute. Product: BrC1=C(CC2CC3(OCCO3)CCC2=C)C=CC=C1 (7-(2-Bromobenzyl)-8-methylene-1,4-dioxaspiro[4.5]decane). As a reaction SMILES: [CH3:1]CC([O-])(C)C.[Na+].[I-].C[P+](C1C=CC=CC=1)(C1C=CC=CC=1)C1C=CC=CC=1.[Br:29][C:30]1[CH:47]=[CH:46][CH:45]=[CH:44][C:31]=1[CH2:32][CH:33]1[C:42](=O)[CH2:41][CH2:40][C:35]2([O:39][CH2:38][CH2:37][O:36]2)[CH2:34]1.[NH4+].[Cl-]>C1(C)C=CC=CC=1>[Br:29][C:30]1[CH:47]=[CH:46][CH:45]=[CH:44][C:31]=1[CH2:32][CH:33]1[C:42](=[CH2:1])[CH2:41][CH2:40][C:35]2([O:39][CH2:38][CH2:37][O:36]2)[CH2:34]1 |f:0.1,2.3,5.6|. Procedure details: A solution of sodium tert-pentoxide (70 ml of a 1M solution), prepared for immediate use, is added to a suspension of methyl(triphenyl)phosphonium iodide (25 g, 61.8 mmol) in 50 ml of toluene, and the mixture is stirred at room temperature under nitrogen for 20 minutes. The compound obtained in Step 1 (6.70 g, 20.6 mmol) dissolved in 50 ml of toluene is added dropwise and the reaction mixture is refluxed for 3 hours. After cooling, the reaction mixture is hydrolysed with a saturated NH4Cl soluti... Reactants: O (Water), CCOC(=O)C (EtOAc), ClC=1C=C(C=C(C1)Cl)C1(CC(=NO1)C1=CC(=C(C(=N)NO)C=C1)C)C(F)(F)F (4-[5-(3,5-Dichloro-phenyl)-5-trifluoromethyl-4,5-dihydro-isoxazol-3-yl]-N-hydroxy-2-methyl-benzamidine), ClC=1C=C(C=C(C1)Cl)C1(CC(=NO1)C1=CC(=C(C(=N)NO)C=C1)C)C(F)(F)F (4-[5-(3,5-Dichloro-phenyl)-5-trifluoromethyl-4,5-dihydro-isoxazol-3-yl]-N-hydroxy-2-methyl-benzamidine), C(C)(=O)Cl (acetyl chloride). Solvent: N1=CC=CC=C1 (pyridine). The product is ClC=1C=C(C=C(C1)Cl)C1(CC(=NO1)C1=CC(=C(C=C1)C1=NOC(=N1)C)C)C(F)(F)F (3-{4-[5-(3,5-Dichloro-phenyl)-5-trifluoromethyl-4,5-dihydro-isoxazol-3-yl]-2-methyl-phenyl}-5-methyl-[1,2,4]oxadiazole). Isolated yield 65.3%. Reaction SMILES: [Cl:1][C:2]1[CH:3]=[C:4]([C:9]2([C:25]([F:28])([F:27])[F:26])[O:13][N:12]=[C:11]([C:14]3[CH:23]=[CH:22][C:17]([C:18]([NH:20][OH:21])=[NH:19])=[C:16]([CH3:24])[CH:15]=3)[CH2:10]2)[CH:5]=[C:6]([Cl:8])[CH:7]=1.[C:29](Cl)(=O)[CH3:30].O.CCOC(C)=O>N1C=CC=CC=1>[Cl:1][C:2]1[CH:3]=[C:4]([C:9]2([C:25]([F:26])([F:28])[F:27])[O:13][N:12]=[C:11]([C:14]3[CH:23]=[CH:22][C:17]([C:18]4[N:19]=[C:29]([CH3:30])[O:21][N:20]=4)=[C:16]([CH3:24])[CH:15]=3)[CH2:10]2)[CH:5]=[C:6]([Cl:8])[CH:7]=1. Reported procedure: To a solution of 4-[5-(3,5-Dichloro-phenyl)-5-trifluoromethyl-4,5-dihydro-isoxazol-3-yl]-N-hydroxy-2-methyl-benzamidine (i.e product of Step 1, 400 mg, 0.93 mmol) in pyridine (10 mL) was added acetyl chloride (0.13 mL, 0.15 g, 1.85 mmol) via syringe and the mixture was stirred at reflux for 30 min. Water and EtOAc were added after cooling and the aqueous layer was extracted with EtOAc. Combined organic layers were dried (Na2SO4) and concentrated in vacuum. The residue was purified by flash chrom...